Dataset: the Open Reaction Database (ORD), a public repository of structured organic reaction records. Task: describe an organic reaction: reactants, conditions, products, and yield Reactants: CCCCCC(=O)C=P(c1ccccc1)(c1ccccc1)c1ccccc1, C1CCOC1, O=CC1CCC(O)C1CCCCCCO. Yields the product CCCCCC(=O)C=CC1CCC(O)C1CCCCCCO. As a reaction SMILES: [C:16]([CH2:17][CH2:18][CH2:19][CH2:20][CH3:21])(=[O:22])[CH:23]=[P:24]([c:25]1[cH:26][cH:27][cH:28][cH:29][cH:30]1)([c:31]1[cH:32][cH:33][cH:34][cH:35][cH:36]1)[c:37]1[cH:38][cH:39][cH:40][cH:41][cH:42]1.[O:43]1[CH2:44][CH2:45][CH2:46][CH2:47]1.[OH:1][CH:2]1[CH:3]([CH2:9][CH2:10][CH2:11][CH2:12][CH2:13][CH2:14][OH:15])[CH:4]([CH:7]=[O:8])[CH2:5][CH2:6]1>>[OH:1][CH:2]1[CH:3]([CH2:9][CH2:10][CH2:11][CH2:12][CH2:13][CH2:14][OH:15])[CH:4]([CH:7]=[CH:23][C:16]([CH2:17][CH2:18][CH2:19][CH2:20][CH3:21])=[O:22])[CH2:5][CH2:6]1. Reactants: C(CCC)C1=NC(=CC(N1)=O)C (2-butyl-6-methylpyrimidin-4(3H)-one), BrCC1=CC=C(C=C1)C=1C(=CC=CC1)C#N (4′-(bromomethyl)biphenyl-2-carbonitrile), C([O-])([O-])=O.[Cs+].[Cs+] (cesium carbonate). The solvent is C(C)#N (acetonitrile). Reaction conditions: temperature 50 celsius, time 12 hour. Yields the product C(CCC)C=1N(C(C=C(N1)C)=O)CC1=CC=C(C=C1)C=1C(=CC=CC1)C#N (4′-[(2-butyl-4-methyl-6-oxopyrimidin-1(6H)-yl)methyl]biphenyl-2-carbonitrile). Isolated yield 28.8%. Reaction SMILES: [CH2:1]([C:5]1[NH:10][C:9](=[O:11])[CH:8]=[C:7]([CH3:12])[N:6]=1)[CH2:2][CH2:3][CH3:4].Br[CH2:14][C:15]1[CH:20]=[CH:19][C:18]([C:21]2[C:22]([C:27]#[N:28])=[CH:23][CH:24]=[CH:25][CH:26]=2)=[CH:17][CH:16]=1.C(=O)([O-])[O-].[Cs+].[Cs+]>C(#N)C>[CH2:1]([C:5]1[N:10]([CH2:14][C:15]2[CH:16]=[CH:17][C:18]([C:21]3[C:22]([C:27]#[N:28])=[CH:23][CH:24]=[CH:25][CH:26]=3)=[CH:19][CH:20]=2)[C:9](=[O:11])[CH:8]=[C:7]([CH3:12])[N:6]=1)[CH2:2][CH2:3][CH3:4] |f:2.3.4|. Procedure details: To a solution of 2-butyl-6-methylpyrimidin-4(3H)-one (3.38 g) and 4′-(bromomethyl)biphenyl-2-carbonitrile (6.64 g) in acetonitrile (50 mL) was added cesium carbonate (8.61 g), and the mixture was stirred at 50° C. for 12 hr. The insoluble material was filtered off, and the filtrate was concentrated. The residue was purified by silica gel column chromatography to give the title compound (2.09 g, 29%) as a colorless viscous substance. The reactants are C[S-].[Na+] (Sodium thiomethoxide), CC(C)(C)C1=C(C(=CC(=C1)\C=C\C=1SC(=NN1)SC)C(C)(C)C)O ((E)-2,6-bis(1,1-dimethyl ethyl)-4-[2-[5-(methylthio)-1,3,4-thiadiazol-2-yl]ethenyl]-phenol), [OH-].[Na+] (NaOH). The solvent is O (water), CN(C=O)C (dimethylformamide). Run at temperature 75 celsius. The product is CC(C)(C)C=1C=C(C=C(C1O)C(C)(C)C)/C=C/C1=NNC(S1)=S ((E)-5-[2-[3,5-bis(1,1-dimethylethyl)-4-hydroxyphenyl]ethenyl]-1,3,4-thiadiazol-2(3H)-thione). The yield is 56.4%. As a reaction SMILES: C[S-].[Na+].[CH3:4][C:5]([C:8]1[CH:13]=[C:12](/[CH:14]=[CH:15]/[C:16]2[S:17][C:18]([S:21]C)=[N:19][N:20]=2)[CH:11]=[C:10]([C:23]([CH3:26])([CH3:25])[CH3:24])[C:9]=1[OH:27])([CH3:7])[CH3:6].[OH-].[Na+]>CN(C)C=O.O>[CH3:26][C:23]([C:10]1[CH:11]=[C:12](/[CH:14]=[CH:15]/[C:16]2[S:17][C:18](=[S:21])[NH:19][N:20]=2)[CH:13]=[C:8]([C:5]([CH3:4])([CH3:6])[CH3:7])[C:9]=1[OH:27])([CH3:24])[CH3:25] |f:0.1,3.4|. Reported procedure: Sodium thiomethoxide (0.5 9, 0.007 mole) is added to a solution of (E)-2,6-bis(1,1-dimethyl ethyl)-4-[2-[5-(methylthio)-1,3,4-thiadiazol-2-yl]ethenyl]-phenol (1.0 g, 0.0028 mole) in dimethylformamide (10 ml). The resulting mixture is heated to 75° C. for two hours. The solution is cooled and diluted with water (20 ml). The mixture is treated with 1M NaOH (6 ml) and the aqueous solution is washed with ether (2×). The aqueous layer is made acidic by the addition of cold 6M HCl (3 ml) and the produ...